Task: describe an organic reaction: reactants, conditions, products, and yield. Dataset: the Open Reaction Database (ORD), a public repository of structured organic reaction records Reactants: C(CCC)N (N-butylamine), C1(CCCCC1)N=C=NC1CCCCC1 (dicyclohexylcarbodiimide), C1(CCCCC1)N=C=NC1CCCCC1 (dicyclohexylcarbodiimide). The yield is 99.0%. RXN SMILES: [CH2:1]([NH2:5])[CH2:2][CH2:3][CH3:4].[CH:6]1([N:12]=[C:13]=[N:14][CH:15]2[CH2:20][CH2:19][CH2:18][CH2:17][CH2:16]2)[CH2:11][CH2:10][CH2:9][CH2:8][CH2:7]1>>[CH2:1]([NH:5][C:13]([NH:14][CH:15]1[CH2:20][CH2:19][CH2:18][CH2:17][CH2:16]1)=[N:12][CH:6]1[CH2:11][CH2:10][CH2:9][CH2:8][CH2:7]1)[CH2:2][CH2:3][CH3:4]. Yields the product C(CCC)NC(=NC1CCCCC1)NC1CCCCC1 (1-butyl-2,3-dicyclohexylguanidine). Reported procedure: A mixture of 15.69 g of N-butylamine (0.214 mol) and 22.13 g of dicyclohexylcarbodiimide (0.107 mol) is heated at reflux for 2 h. GC analysis then shows a conversion of the dicyclohexylcarbodiimide of greater than 99.6%. The final colorless mixture is concentrated at 60° C. under 1 mbar for 2 h to give 29.7 g of a colorless, virtually odorless and moderately viscous liquid corresponding to the expected guanidine 2 (99% yield). Starting materials: Cl (hydrochloric acid), O (water), OC1=CC=C(C=C1)CCN1C(C2=CC=CC(=C2C=C1OC)OCCCCC)=O (2-[2-(4-Hydroxyphenyl)ethyl]-methoxy-5-pentyloxy-2H-isoquinolin-1-one), N1=C(C=CC=C1C)C (2,6-lutidine), C(C)(=O)OC(C)=O (acetic anhydride). The solvent is ClCCl (dichloromethane). Reaction conditions: time 12 hour. Yields the product C(C)(=O)OC1=CC=C(C=C1)CCN1C(C2=CC=C(C(=C2C=C1)OCCCCC)OC)=O (4-[2-(6-methoxy-1-oxo-5-pentyloxy-1H-isoquinolin-2-yl)ethyl]phenyl acetate). Yield: 97.0%. As a reaction SMILES: [OH:1][C:2]1[CH:7]=[CH:6][C:5]([CH2:8][CH2:9][N:10]2[C:19](OC)=[CH:18][C:17]3[C:12](=[CH:13][CH:14]=[CH:15][C:16]=3[O:22][CH2:23][CH2:24][CH2:25][CH2:26][CH3:27])[C:11]2=[O:28])=[CH:4][CH:3]=1.N1C(C)=CC=C[C:30]=1[CH3:36].[C:37](OC(=O)C)(=[O:39])C.Cl.[OH2:45]>ClCCl>[C:30]([O:1][C:2]1[CH:7]=[CH:6][C:5]([CH2:8][CH2:9][N:10]2[CH:19]=[CH:18][C:17]3[C:12](=[CH:13][CH:14]=[C:15]([O:39][CH3:37])[C:16]=3[O:22][CH2:23][CH2:24][CH2:25][CH2:26][CH3:27])[C:11]2=[O:28])=[CH:4][CH:3]=1)(=[O:45])[CH3:36]. Procedure details: 2-[2-(4-Hydroxyphenyl)ethyl]-methoxy-5-pentyloxy-2H-isoquinolin-1-one (681.8 mg, 1.79 mmol, 1.0 eq) was dissolved in dichloromethane (7 ml), and 2,6-lutidine (575 mg, 5.36 mmol, 3 eq) and acetic anhydride (1.13 g, 5.36 mmol, 3 eq) were successively added under ice-cooling. The mixture was stirred at room temperature for 12 hours and refluxed under heating for 3 hours. The reaction mixture was cooled to room temperature, and water (10 ml) and a 10% aqueous hydrochloric acid solution (10 ml) were ... Reactants: C([O-])(O)=O.[Na+] (sodium bicarbonate), C1=CC(=CC(=C1)Cl)C(=O)OO (m-CPBA), C(CC)(=O)C=1C=NC2=C(C=CC=C2C1NC1=C(C=CC=C1)C)OCCSCCC (3-Propanoyl-4-(2-methylphenylamino)-8-(2-propylthioethoxy)quinoline). Solvent: O (water), C(Cl)Cl (methylene chloride), C(Cl)Cl (methylene chloride). Conditions: time 30 minute. Yields the product C(CC)(=O)C=1C=NC2=C(C=CC=C2C1NC1=C(C=CC=C1)C)OCCS(=O)CCC (3-propanoyl-4-(2-methylphenylamino)-8-(2-propylsulfinylethoxy)quinoline). Yield: 73.4%. RXN SMILES: [C:1]([C:5]1[CH:6]=[N:7][C:8]2[C:13]([C:14]=1[NH:15][C:16]1[CH:21]=[CH:20][CH:19]=[CH:18][C:17]=1[CH3:22])=[CH:12][CH:11]=[CH:10][C:9]=2[O:23][CH2:24][CH2:25][S:26][CH2:27][CH2:28][CH3:29])(=[O:4])[CH2:2][CH3:3].C(=O)(O)[O-:31].[Na+].C1C=C(Cl)C=C(C(OO)=O)C=1>C(Cl)Cl.O>[C:1]([C:5]1[CH:6]=[N:7][C:8]2[C:13]([C:14]=1[NH:15][C:16]1[CH:21]=[CH:20][CH:19]=[CH:18][C:17]=1[CH3:22])=[CH:12][CH:11]=[CH:10][C:9]=2[O:23][CH2:24][CH2:25][S:26]([CH2:27][CH2:28][CH3:29])=[O:31])(=[O:4])[CH2:2][CH3:3] |f:1.2|. Reported procedure: 3-Propanoyl-4-(2-methylphenylamino)-8-(2-propylthioethoxy)quinoline (0.5 g, 1.22 mmol) was dissolved in 10 ml methylene chloride. A solution of sodium bicarbonate (250 mg, 3.0 mmol) in 10 ml water was added. The mixture was cooled to 2°-4° C. A solution of 70% m-CPBA (295 mg, 1.20 mmol) in 10 ml methylene chloride was added dropwise during 10 min. The temperature was allowed to rise to room temperature and the mixture was stirred 30 min at this temperature. The organic layer was dried over Na2SO... Starting materials: [Li+].[OH-] (LiOH), O=C1NC2=C(CCN1C1CCN(CC1)C(=O)OCC(C1=CC3=C(OCCO3)C(=C1)C)C(=O)OC)C=CC=C2 (methoxycarbonyl-2-(8-methyl-2,3-dihydro-1,4-benzodioxin-6-yl)-ethyl 4-(2-oxo-1,2,4,5-tetrahydro-1,3-benzodiazepin-3-yl)-piperidine-1-carboxylate), C1CCOC1 (THF). Solvent: O (water). Conditions: time 2 hour. Yields the product O=C1NC2=C(CCN1C1CCN(CC1)C(=O)O[C@H](CC1=CC3=C(OCCO3)C(=C1)C)C(=O)O)C=CC=C2 ((R)-1-carboxy-2-(8-methyl-2,3-dihydro-1,4-benzodioxin-6-yl)-ethyl 4-(2-oxo-1,2,4,5-tetrahydro-1,3-benzodiazepin-3-yl)-piperidine-1-carboxylate). Reaction SMILES: [Li+].[OH-:2].[O:3]=[C:4]1[N:10]([CH:11]2[CH2:16][CH2:15][N:14]([C:17]([O:19][CH2:20][CH:21](C(OC)=O)[C:22]3[CH:31]=[C:30]([CH3:32])[C:25]4[O:26][CH2:27][CH2:28][O:29][C:24]=4[CH:23]=3)=[O:18])[CH2:13][CH2:12]2)[CH2:9][CH2:8][C:7]2[CH:37]=[CH:38][CH:39]=[CH:40][C:6]=2[NH:5]1.C1[CH2:45][O:44]CC1>O>[O:3]=[C:4]1[N:10]([CH:11]2[CH2:16][CH2:15][N:14]([C:17]([O:19][C@@H:20]([C:45]([OH:44])=[O:2])[CH2:21][C:22]3[CH:31]=[C:30]([CH3:32])[C:25]4[O:26][CH2:27][CH2:28][O:29][C:24]=4[CH:23]=3)=[O:18])[CH2:13][CH2:12]2)[CH2:9][CH2:8][C:7]2[CH:37]=[CH:38][CH:39]=[CH:40][C:6]=2[NH:5]1 |f:0.1|. Procedure: 151 mg (6.3 mmol) LiOH in 50 mL water were metered into a solution of 2.2 g (4.2 mmol) (R)-1-(methoxycarbonyl-2-(8-methyl-2,3-dihydro-1,4-benzodioxin-6-yl)-ethyl 4-(2-oxo-1,2,4,5-tetrahydro-1,3-benzodiazepin-3-yl)-piperidine-1-carboxylate in 50 mL THF and the reaction mixture was stirred for 2 h at RT. After the end of the reaction the mixture was evaporated to dryness i.vac. The residue was combined with 100 mL water and 100 mL EtOAc, the aqueous phase was separated off, acidified with 2 M HCl,... Reactants: COC(=O)CC1Cc2ccc(OCCNC(=O)OC(C)(C)C)cc2NC1=O, COC(=O)Cc1cc2ccc(OCCNC(=O)OC(C)(C)C)cc2n(Cc2ccccc2)c1=O. The product is COC(=O)Cc1cc2ccc(OCCN)cc2n(Cc2ccccc2)c1=O. Reaction SMILES: [CH3:1][O:2][C:3](=[O:4])[CH2:5][CH:6]1[CH2:7][c:8]2[c:9]([cH:10][c:11]([O:12][CH2:13][CH2:14][NH:15][C:16]([O:17][C:18]([CH3:19])([CH3:20])[CH3:21])=[O:22])[cH:23][cH:24]2)[NH:25][C:26]1=[O:27].[CH3:28][O:29][C:30]([CH2:31][c:32]1[c:33](=[O:60])[n:34]([CH2:53][c:54]2[cH:55][cH:56][cH:57][cH:58][cH:59]2)[c:35]2[cH:36][c:37]([O:42][CH2:43][CH2:44][NH:45][C:46]([O:47][C:48]([CH3:49])([CH3:50])[CH3:51])=[O:52])[cH:38][cH:39][c:40]2[cH:41]1)=[O:61]>>[CH3:28][O:29][C:30]([CH2:31][c:32]1[c:33](=[O:60])[n:34]([CH2:53][c:54]2[cH:55][cH:56][cH:57][cH:58][cH:59]2)[c:35]2[cH:36][c:37]([O:42][CH2:43][CH2:44][NH2:45])[cH:38][cH:39][c:40]2[cH:41]1)=[O:61]. The reactants are COC1=CC=C(C=N1)N1N=C(C=C1C1=CC=C(C#N)C=C1)OCC(F)(F)F (4-[1-(6-methoxy-3-pyridinyl)-3-(2,2,2-trifluoroethoxy)-1-H-pyrazol-5-yl]benzonitrile), [H-].[Al+3].[Li+].[H-].[H-].[H-] (lithium aluminum hydride). Solvent: C1CCOC1 (THF). Run at time 1 hour. The product is COC1=CC=C(C=N1)N1N=C(C=C1C1=CC=C(CN)C=C1)OCC(F)(F)F ({4-[1-(6-methoxy-3-pyridinyl)-3-(2,2,2-trifluoro-ethoxy)-1-H-pyrazol-5-yl]benzyl}amine). Yield: 100.4%. RXN SMILES: [CH3:1][O:2][C:3]1[N:8]=[CH:7][C:6]([N:9]2[C:13]([C:14]3[CH:21]=[CH:20][C:17]([C:18]#[N:19])=[CH:16][CH:15]=3)=[CH:12][C:11]([O:22][CH2:23][C:24]([F:27])([F:26])[F:25])=[N:10]2)=[CH:5][CH:4]=1.[H-].[Al+3].[Li+].[H-].[H-].[H-]>C1COCC1>[CH3:1][O:2][C:3]1[N:8]=[CH:7][C:6]([N:9]2[C:13]([C:14]3[CH:15]=[CH:16][C:17]([CH2:18][NH2:19])=[CH:20][CH:21]=3)=[CH:12][C:11]([O:22][CH2:23][C:24]([F:27])([F:25])[F:26])=[N:10]2)=[CH:5][CH:4]=1 |f:1.2.3.4.5.6|. Reported procedure: To a solution of 4-[1-(6-methoxy-3-pyridinyl)-3-(2,2,2-trifluoroethoxy)-1-H-pyrazol-5-yl]benzonitrile (197 mg) in THF (2 ml) was added lithium aluminum hydride (30 mg) under ice-bath cooling. The mixture was stirred at same temperature for 1 hour and then at ambient temperature for 2 hours. The reaction was quenched by adding 5% aqueous solution of potassium sodium tartaric acid (ca. 0.5 ml) . The mixture was diluted with AcOEt, dried over MgSO4, and filtered through a celite pad. The filtrate w... Reactants: diphenylmethyl ester, C(C)(C)(C)OC(=O)N[C@@H](CC1=CC=C(C=C1)O)C(=O)O (N-tert-butoxycarbonyl-L-tyrosine), ClCC(=O)OC (methyl chloroacetate), C([O-])([O-])=O.[K+].[K+] (potassium carbonate). Run in O (water), CN(C=O)C (N,N-dimethylformamide). Reaction conditions: time 20 hour. Product: diphenylmethyl ester, C(C)(C)(C)OC(=O)N[C@@H](CC1=CC=C(C=C1)OCC(=O)OC)C(=O)O (N-tert-butoxycarbonyl-O-methoxycarbonylmethyl-L-tyrosine). The yield is 135.6%. As a reaction SMILES: [C:1]([O:5][C:6]([NH:8][C@H:9]([C:18]([OH:20])=[O:19])[CH2:10][C:11]1[CH:16]=[CH:15][C:14]([OH:17])=[CH:13][CH:12]=1)=[O:7])([CH3:4])([CH3:3])[CH3:2].Cl[CH2:22][C:23]([O:25][CH3:26])=[O:24].C(=O)([O-])[O-].[K+].[K+]>CN(C)C=O.O>[C:1]([O:5][C:6]([NH:8][C@H:9]([C:18]([OH:20])=[O:19])[CH2:10][C:11]1[CH:12]=[CH:13][C:14]([O:17][CH2:22][C:23]([O:25][CH3:26])=[O:24])=[CH:15][CH:16]=1)=[O:7])([CH3:4])([CH3:2])[CH3:3] |f:2.3.4|. Procedure details: A mixture of diphenylmethyl ester of N-tert-butoxycarbonyl-L-tyrosine (5.00 g), methyl chloroacetate (1.45 g) and potassium carbonate (1.85 g) in N,N-dimethylformamide (75 ml) was stirred for 20 hours at room temperature. The mixture was diluted with water (100 ml) and extracted with ethyl acetate. The extract was washed with diluted hydrochloric acid, aqueous sodium bicarbonate, and then brine. After dried over magnesium sulfate, the extract was evaporated to dryness to give diphenylmethyl este...